This data is from the Open Reaction Database (ORD), a public repository of structured organic reaction records. The task is: describe an organic reaction: reactants, conditions, products, and yield Reactants: C1CCOC1, CO, O=C(N(F)Cc1ccccc1)C(F)(F)C1CCc2cc([N+](=O)[O-])ccc21. Product: Nc1ccc2c(c1)CCC2C(F)(F)C(=O)N(F)Cc1ccccc1. Reaction SMILES: [CH2:27]1[O:28][CH2:29][CH2:30][CH2:31]1.[CH3:32][OH:33].[N+:1]([O-:2])(=[O:3])[c:4]1[cH:5][c:6]2[c:10]([cH:11][cH:12]1)[CH:9]([C:13]([C:14](=[O:15])[N:16]([CH2:17][c:18]1[cH:19][cH:20][cH:21][cH:22][cH:23]1)[F:24])([F:25])[F:26])[CH2:8][CH2:7]2>>[NH2:1][c:4]1[cH:5][c:6]2[c:10]([cH:11][cH:12]1)[CH:9]([C:13]([C:14](=[O:15])[N:16]([CH2:17][c:18]1[cH:19][cH:20][cH:21][cH:22][cH:23]1)[F:24])([F:25])[F:26])[CH2:8][CH2:7]2. The reactants are FC1=C(C=CC=C1)\C(\CC)=N\[S@](=O)C(C)(C)C ((R)-2-methyl-propane-2-sulfinic acid [1-(2-fluoro-phenyl)-prop-(E)-ylidene]-amide), BrC(C(=O)OCC)(F)F (ethyl 2-bromo-2,2-difluoroacetate). The product is C(C)OC(C([C@](CC)(N[S@](=O)C(C)(C)C)C1=C(C=CC=C1)F)(F)F)=O ((R)-2,2-difluoro-3-(2-fluoro-phenyl)-3-((R)-2-methyl-propane-2-sulfinylamino)-pentanoic acid ethyl ester). Reaction SMILES: [F:1][C:2]1[CH:7]=[CH:6][CH:5]=[CH:4][C:3]=1/[C:8](=[N:11]/[S@@:12]([C:14]([CH3:17])([CH3:16])[CH3:15])=[O:13])/[CH2:9][CH3:10].Br[C:19]([F:26])([F:25])[C:20]([O:22][CH2:23][CH3:24])=[O:21]>>[CH2:23]([O:22][C:20](=[O:21])[C:19]([F:26])([F:25])[C@@:8]([C:3]1[CH:4]=[CH:5][CH:6]=[CH:7][C:2]=1[F:1])([NH:11][S@@:12]([C:14]([CH3:16])([CH3:17])[CH3:15])=[O:13])[CH2:9][CH3:10])[CH3:24]. Procedure: Starting from (R)-2-methyl-propane-2-sulfinic acid [1-(2-fluoro-phenyl)-prop-(E)-ylidene]-amide (intermediate A2F) and ethyl 2-bromo-2,2-difluoroacetate, the product (R)-2,2-difluoro-3-(2-fluoro-phenyl)-3-((R)-2-methyl-propane-2-sulfinylamino)-pentanoic acid ethyl ester was obtained as a colorless oil. MS (ISP): m/z=380.2 [M+H]+. Procedure details: (Benzocyclohept-1-en-1-yl)-acetic acid was prepared from 1-ethoxycarbonylmethylbenzocyclohept-1-ene, which was itself prepared from benzocycloheptan-1-one treated with ##STR11## and NaH in tetrahydrofuran, followed by separation of the two exocyclic unsaturated cis- and trans-isomers also formed, the separation being carried out by flash chromatography on silica gel with toluene as eluant. The reactants are C(C)OC(=O)CC1=CC=CC2=C1CCCCC2 (1-ethoxycarbonylmethylbenzocyclohept-1-ene), C1(CC=CC2=C1CCCCC2)=O (benzocycloheptan-1-one), [H-].[Na+] (NaH). Run in O1CCCC1 (tetrahydrofuran). The product is C1(=CC=CC2=C1CCCCC2)CC(=O)O ((Benzocyclohept-1-en-1-yl)-acetic acid). Reaction SMILES: C([O:3][C:4]([CH2:6][C:7]1[C:12]2[CH2:13][CH2:14][CH2:15][CH2:16][CH2:17][C:11]=2[CH:10]=[CH:9][CH:8]=1)=[O:5])C.C1(=O)C2CCCCCC=2C=CC1.[H-].[Na+]>O1CCCC1>[C:7]1([CH2:6][C:4]([OH:5])=[O:3])[C:12]2[CH2:13][CH2:14][CH2:15][CH2:16][CH2:17][C:11]=2[CH:10]=[CH:9][CH:8]=1 |f:2.3|. Starting materials: SC1=C(C(=O)O)C=CC=C1 (2-mercaptobenzoic acid), C(C)C(CO)CCCC (2-Ethyl-1-hexanol), SC1=C(C(=O)O)C=CC=C1 (2-mercaptobenzoic acid), S(O)(O)(=O)=O (sulfuric acid). Run in O (water), O (water), C1(=CC=CC=C1)C (toluene), O (water). Reaction conditions: time 6 hour. The product is SC1=C(C(=O)OCC(CCCC)CC)C=CC=C1 (2-ethylhexyl 2-mercaptobenzoate). Isolated yield 95.4%. Reaction SMILES: [CH2:1]([CH:3]([CH2:6][CH2:7][CH2:8][CH3:9])[CH2:4][OH:5])[CH3:2].[SH:10][C:11]1[CH:19]=[CH:18][CH:17]=[CH:16][C:12]=1[C:13](O)=[O:14].S(=O)(=O)(O)O>O.C1(C)C=CC=CC=1>[SH:10][C:11]1[CH:19]=[CH:18][CH:17]=[CH:16][C:12]=1[C:13]([O:5][CH2:4][CH:3]([CH2:1][CH3:2])[CH2:6][CH2:7][CH2:8][CH3:9])=[O:14]. Procedure details: 2-Ethyl-1-hexanol (21.0 g, 0.161 mol), 2-mercaptobenzoic acid (25.0 g, 0.162 mol), toluene (200 mL), and concentrated sulfuric acid (0.2 mL) were placed in a 500-mL three-neck round-bottom flask equipped with a magnetic stirring bar, a water separator, and a reflux condenser. After the mixture had been heated under reflux with stirring for 6 h, the solid 2-mercaptobenzoic acid had disappeared, and 2.90 mL (0.161 mol) of water had been collected by the water separator. The mixture was allowed to ... Reactants: CC(C)(C)OC(=O)NCC1CCNCC1, C1CCOC1, CCN(C(C)C)C(C)C, CS(=O)(=O)CCCOc1cccc2c1ccn2-c1ccnc(NC2CCC(C(=O)N3CCC(O)CC3)CC2)n1. Yields the product CC(C)(C)OC(=O)NCC1CCN(C(=O)C2CCC(Nc3nccc(-n4ccc5c(OCCCS(C)(=O)=O)cccc54)n3)CC2)CC1. Reaction SMILES: [C:40]([CH3:41])([CH3:42])([CH3:43])[O:44][C:45]([NH:46][CH2:47][CH:48]1[CH2:49][CH2:50][NH:51][CH2:52][CH2:53]1)=[O:54].[CH2:64]1[O:65][CH2:66][CH2:67][CH2:68]1.[CH:55]([N:56]([CH:57]([CH3:58])[CH3:59])[CH2:60][CH3:61])([CH3:62])[CH3:63].[OH:1][CH:2]1[CH2:3][CH2:4][N:5]([C:8](=[O:9])[CH:10]2[CH2:11][CH2:12][CH:13]([NH:16][c:17]3[n:18][cH:19][cH:20][c:21](-[n:23]4[cH:24][cH:25][c:26]5[c:27]([O:32][CH2:33][CH2:34][CH2:35][S:36](=[O:37])(=[O:38])[CH3:39])[cH:28][cH:29][cH:30][c:31]45)[n:22]3)[CH2:14][CH2:15]2)[CH2:6][CH2:7]1>>[CH:2]1([CH2:47][NH:46][C:45]([O:44][C:40]([CH3:41])([CH3:42])[CH3:43])=[O:54])[CH2:3][CH2:4][N:5]([C:8](=[O:9])[CH:10]2[CH2:11][CH2:12][CH:13]([NH:16][c:17]3[n:18][cH:19][cH:20][c:21](-[n:23]4[cH:24][cH:25][c:26]5[c:27]([O:32][CH2:33][CH2:34][CH2:35][S:36](=[O:37])(=[O:38])[CH3:39])[cH:28][cH:29][cH:30][c:31]45)[n:22]3)[CH2:14][CH2:15]2)[CH2:6][CH2:7]1.